Task: describe an organic reaction: reactants, conditions, products, and yield. Dataset: the Open Reaction Database (ORD), a public repository of structured organic reaction records The reactants are Two, NC1=NC=C(C=N1)C(=O)OC (methyl 2-aminopyrimidine-5-carboxylate), BrC=1C=NC=CC1 (3-bromopyridine), C(=O)([O-])[O-].[Cs+].[Cs+] (Cs2CO3), O1CCOCC1 (dioxane). The reagents and catalysts are C=1C=CC(=CC1)/C=C/C(=O)/C=C/C2=CC=CC=C2.C=1C=CC(=CC1)/C=C/C(=O)/C=C/C2=CC=CC=C2.C=1C=CC(=CC1)/C=C/C(=O)/C=C/C2=CC=CC=C2.[Pd].[Pd] (Pd2(dba)3), CC1(C2=C(C(=CC=C2)P(C3=CC=CC=C3)C4=CC=CC=C4)OC5=C(C=CC=C51)P(C6=CC=CC=C6)C7=CC=CC=C7)C (XantPhos). The solvent is CCOC(=O)C (EtOAc). The product is N1=CC(=CC=C1)NC1=NC=C(C=N1)C(=O)OC (Methyl 2-(pyridin-3-ylamino)pyrimidine-5-carboxylate). Yield: 141.9%. Reaction SMILES: [NH2:1][C:2]1[N:7]=[CH:6][C:5]([C:8]([O:10][CH3:11])=[O:9])=[CH:4][N:3]=1.Br[C:13]1[CH:14]=[N:15][CH:16]=[CH:17][CH:18]=1.C([O-])([O-])=O.[Cs+].[Cs+].O1CCOCC1>CCOC(C)=O.C1C=CC(/C=C/C(/C=C/C2C=CC=CC=2)=O)=CC=1.C1C=CC(/C=C/C(/C=C/C2C=CC=CC=2)=O)=CC=1.C1C=CC(/C=C/C(/C=C/C2C=CC=CC=2)=O)=CC=1.[Pd].[Pd].CC1(C)C2C(=C(P(C3C=CC=CC=3)C3C=CC=CC=3)C=CC=2)OC2C(P(C3C=CC=CC=3)C3C=CC=CC=3)=CC=CC1=2>[N:15]1[CH:16]=[CH:17][CH:18]=[C:13]([NH:1][C:2]2[N:3]=[CH:4][C:5]([C:8]([O:10][CH3:11])=[O:9])=[CH:6][N:7]=2)[CH:14]=1 |f:2.3.4,7.8.9.10.11|. Procedure details: Two 20 mL microwave vials were each charged with methyl 2-aminopyrimidine-5-carboxylate (460.0 mg, 3.0 mmol), 3-bromopyridine (711.0 mg, 4.5 mmol), Pd2(dba)3 (110.0 mg, 0.12 mmol), XantPhos (208.3 mg, 0.36 mmol), Cs2CO3 (1.95 g, 6.0 mmol) and anhydrous dioxane (20 mL). The mixture was purged with argon gas for 15 min, then sealed and irradiated in a microwave (Initiator, Biotage) at 180° C. for 60 min. After cooling to room temperature, the cap was removed and the reaction mixtures were combined... The product is C(C)(=O)OCC(=CC(C)(C)C1=CC=C(C=C1)OCC)F (4-(4-Ethoxyphenyl)-2-fluoro-4-methylpent-2-enyl acetate). Yield: 99.0%. Procedure: The method of Example 11 was repeated using acetate chloride (0.17 ml), 4-(4-ethoxyphenyl)-2-fluoro-4-methylpent-2-enol (Example 9) (86 mg), benzene (4 ml) and pyridine (0.04 ml) to yield the title compound (0.1 g, 99%). Starting materials: [Cl-].C(C)(=O)[O-] (acetate chloride), C(C)OC1=CC=C(C=C1)C(C=C(CO)F)(C)C (4-(4-Ethoxyphenyl)-2-fluoro-4-methylpent-2-enol), C1=CC=CC=C1 (benzene). As a reaction SMILES: [Cl-].[C:2]([O-:5])(=[O:4])[CH3:3].[CH2:6]([O:8][C:9]1[CH:14]=[CH:13][C:12]([C:15]([CH3:22])([CH3:21])[CH:16]=[C:17]([F:20])[CH2:18]O)=[CH:11][CH:10]=1)[CH3:7].C1C=CC=CC=1>N1C=CC=CC=1>[C:2]([O:5][CH2:18][C:17]([F:20])=[CH:16][C:15]([C:12]1[CH:11]=[CH:10][C:9]([O:8][CH2:6][CH3:7])=[CH:14][CH:13]=1)([CH3:21])[CH3:22])(=[O:4])[CH3:3] |f:0.1|. Run in N1=CC=CC=C1 (pyridine). The reactants are BrC1=CC(=C(C=C1)NS(=O)(=O)C1=C(C2=C(S1)C=CC(=C2)F)C)C(F)(F)F (5-fluoro-3-methyl-benzo[b]thiophene-2-sulfonic acid(4-bromo-2-trifluoromethyl-phenyl)-amide), COC1=NC=C(C=N1)B(O)O (2-methoxy-5-pyrimidineboronic acid). The reagents and catalysts are C=1C=CC(=CC1)[P](C=2C=CC=CC2)(C=3C=CC=CC3)[Pd]([P](C=4C=CC=CC4)(C=5C=CC=CC5)C=6C=CC=CC6)([P](C=7C=CC=CC7)(C=8C=CC=CC8)C=9C=CC=CC9)[P](C=1C=CC=CC1)(C=1C=CC=CC1)C=1C=CC=CC1 (tetrakis(triphenylphosphine)palladium). The solvent is COCCOC (1,2-dimethoxyethane), C(C)O (ethanol), C([O-])([O-])=O.[Na+].[Na+] (sodium carbonate). Yields the product COC1=NC=C(C=N1)C1=CC(=C(C=C1)NS(=O)(=O)C1=C(C2=C(S1)C=CC(=C2)F)C)C(F)(F)F (5-Fluoro-3-methyl-benzo[b]thiophene-2-sulfonic acid[4-(2-methoxy-pyrimidin-5-yl)-2-trifluoromethyl-phenyl]-amide). Isolated yield 60.2%. As a reaction SMILES: Br[C:2]1[CH:7]=[CH:6][C:5]([NH:8][S:9]([C:12]2[S:16][C:15]3[CH:17]=[CH:18][C:19]([F:21])=[CH:20][C:14]=3[C:13]=2[CH3:22])(=[O:11])=[O:10])=[C:4]([C:23]([F:26])([F:25])[F:24])[CH:3]=1.[CH3:27][O:28][C:29]1[N:34]=[CH:33][C:32](B(O)O)=[CH:31][N:30]=1>COCCOC.C(O)C.C(=O)([O-])[O-].[Na+].[Na+].C1C=CC([P]([Pd]([P](C2C=CC=CC=2)(C2C=CC=CC=2)C2C=CC=CC=2)([P](C2C=CC=CC=2)(C2C=CC=CC=2)C2C=CC=CC=2)[P](C2C=CC=CC=2)(C2C=CC=CC=2)C2C=CC=CC=2)(C2C=CC=CC=2)C2C=CC=CC=2)=CC=1>[CH3:27][O:28][C:29]1[N:34]=[CH:33][C:32]([C:2]2[CH:7]=[CH:6][C:5]([NH:8][S:9]([C:12]3[S:16][C:15]4[CH:17]=[CH:18][C:19]([F:21])=[CH:20][C:14]=4[C:13]=3[CH3:22])(=[O:11])=[O:10])=[C:4]([C:23]([F:26])([F:24])[F:25])[CH:3]=2)=[CH:31][N:30]=1 |f:4.5.6,^1:56,58,77,96|. Procedure details: This compound was prepared in analogy to Example 2 starting from 5-fluoro-3-methyl-benzo[b]thiophene-2-sulfonic acid(4-bromo-2-trifluoromethyl-phenyl)-amide (0.10 g) and 2-methoxy-5-pyrimidineboronic acid (0.066 g) in 1,2-dimethoxyethane (1.5 ml), ethanol (0.32 ml) and 2 M aqueous sodium carbonate solution (1.0 ml) with tetrakis(triphenylphosphine)palladium (0.012 g) to obtain the title compound (0.064 g) as a colorless solid. MS (ISP): 498.4 (M+H)+ The reactants are C(=O)C(CC(C#N)Cl)(C)Cl (4-formyl-2,4-dichlorovaleronitrile), Cl (HCl). The reagents and catalysts are [Cu] (copper), [Ta] (tantalum). The product is ClC1=NC=C(C=C1Cl)C (2,3-dichloro-5-methylpyridine). The yield is 64.8%. As a reaction SMILES: [CH:1]([C:3](Cl)([CH3:9])[CH2:4][CH:5]([Cl:8])[C:6]#[N:7])=O.[ClH:11]>[Cu].[Ta]>[Cl:11][C:6]1[C:5]([Cl:8])=[CH:4][C:3]([CH3:9])=[CH:1][N:7]=1. Procedure details: 18 g of the 4-formyl-2,4-dichlorovaleronitrile obtained in Example 3(a) and 0.1 g of copper powder are heated in a tantalum autoclave for 5 hours to 150° C. after the introduction of 10 g of dry HCl gas under pressure. After they have cooled, the contents of the autoclave are subjected to steam distillation, affording 10.5 g of 2,3-dichloro-5-methylpyridine in the form of colourless crystals with a melting point of 46°-47° C. 1H-NMR spectrum (100 MHz in CDCl3) in ppm: 8.13 (d, 1H, H on C-6); 7.5... Run at time 30 minute. Reported procedure: A solution of 22.3 g (132 mmole) of the product of Part (ii) in 200 ml tetrahydrofuran was added dropwise with stirring to a mixture of 5.81 g (145 mmole) lithium aluminum hydride (95%) in 400 ml dry ethyl ether, at a rate sufficient to maintain gentle reflux. Refluxing was continued for 30 minutes. The mixture was cooled in ice and quenched by cautious addition of 6 ml water followed by 6 ml 15% (w/v) sodium hydroxide and 18 ml water. The resulting mixture was filtered, the organic phase washed... The reactants are product, O=S1(CCC2=C1C=CC=C2)=O (2,3-Dihydro-1,1-dioxo-1-benzothiophene), [H-].[Al+3].[Li+].[H-].[H-].[H-] (lithium aluminum hydride). The yield is 58.0%. Product: S1CCC2=C1C=CC=C2 (2,3-Dihydro-1-benzothiophene). Run in O1CCCC1 (tetrahydrofuran), C(C)OCC (ethyl ether). RXN SMILES: O=[S:2]1(=O)[C:6]2[CH:7]=[CH:8][CH:9]=[CH:10][C:5]=2[CH2:4][CH2:3]1.[H-].[Al+3].[Li+].[H-].[H-].[H-]>O1CCCC1.C(OCC)C>[S:2]1[C:6]2[CH:7]=[CH:8][CH:9]=[CH:10][C:5]=2[CH2:4][CH2:3]1 |f:1.2.3.4.5.6|. Reactants: [N+](=O)([O-])C=1C=NNC1 (4-Nitropyrazole), FC1=C(C=CC(=C1)F)[C@@]1(O[C@H]1C)CN1N=CN=C1 (1-(((2R,3S)-2-(2,4-difluorophenyl)-3-methyloxiran-2-yl)methyl)-1H-1,2,4-triazol), C([O-])([O-])=O.[K+].[K+] (potassium carbonate). The solvent is CN(C=O)C (N,N-dimethylformamide). Conditions: temperature 180 celsius. Yields the product FC1=C(C=CC(=C1)F)[C@@](CN1N=CN=C1)([C@@H](C)N1N=CC(=C1)[N+](=O)[O-])O ((2R,3R)-2-(2,4-Difluorophenyl)-3-(4-nitro-1H-pyrazol-1-yl)-1-(1H-1,2,4-triazol-1-yl)butan-2-ol). Isolated yield 74.6%. As a reaction SMILES: [N+:1]([C:4]1[CH:5]=[N:6][NH:7][CH:8]=1)([O-:3])=[O:2].[F:9][C:10]1[CH:15]=[C:14]([F:16])[CH:13]=[CH:12][C:11]=1[C@@:17]1([CH2:21][N:22]2[CH:26]=[N:25][CH:24]=[N:23]2)[C@H:19]([CH3:20])[O:18]1.C(=O)([O-])[O-].[K+].[K+]>CN(C)C=O>[F:9][C:10]1[CH:15]=[C:14]([F:16])[CH:13]=[CH:12][C:11]=1[C@:17]([OH:18])([C@H:19]([N:6]1[CH:5]=[C:4]([N+:1]([O-:3])=[O:2])[CH:8]=[N:7]1)[CH3:20])[CH2:21][N:22]1[CH:26]=[N:25][CH:24]=[N:23]1 |f:2.3.4|. Reported procedure: 4-Nitropyrazole (0.5 g, 4.42 mmol) and 1-(((2R,3S)-2-(2,4-difluorophenyl)-3-methyloxiran-2-yl)methyl)-1H-1,2,4-triazol (0.93 g, 3.68 mmol) were suspended in N,N-dimethylformamide (20 mL), and anhydrous potassium carbonate (0.61 g, 4.44 mmol) was added thereto, followed by heating at 180° C. for 5 minutes by microwave irradiation while stirring. After completion of the reaction, the resulting mixture was extracted with ethyl acetate (200 mL), and the extract was washed successively with saturated... Run at time 1 hour. Isolated yield 87.4%. The product is BrC=1C(=CC2=C(C(CNCC2)CO)C1)OC (8-bromo-1-hydroxymethyl-7-methoxy-2,3,4,5-tetrahydro-1H-3-benzazepine). Solvent: [Cl-].[Na+].O (brine), CO (methanol). Procedure details: A solution of N-trifluoroacetyl-8-bromo-1-hydroxymethyl-7-methoxy-2,3,4,5-tetrahydro-1H-3-benzazepine (0.009 g, 0.024 mmol) in methanol (1 mL) was treated with 15% aqueous NaOH (1 mL), and stirred for 1 hour at 50 C. The product mixture was diluted with brine (5 mL), extracted twice with EtOAc (5 mL), dried with MgSO4, and concentrated to give 0.006 g clear oil. 1H NMR (400 MHz, CD3OD) d 7.28 (s, 1 H), 6.79 (s, 1 H), 3.84 (m, 2 H), 3.0-2.8 (m, 7 H). MS calculated for C12H16BrNO2+H: 286, observed... As a reaction SMILES: FC(F)(F)C([N:5]1[CH2:11][CH:10]([CH2:12][OH:13])[C:9]2[CH:14]=[C:15]([Br:20])[C:16]([O:18][CH3:19])=[CH:17][C:8]=2[CH2:7][CH2:6]1)=O.[OH-].[Na+]>CO.[Cl-].[Na+].O>[Br:20][C:15]1[C:16]([O:18][CH3:19])=[CH:17][C:8]2[CH2:7][CH2:6][NH:5][CH2:11][CH:10]([CH2:12][OH:13])[C:9]=2[CH:14]=1 |f:1.2,4.5.6|. The reactants are FC(C(=O)N1CCC2=C(C(C1)CO)C=C(C(=C2)OC)Br)(F)F (N-trifluoroacetyl-8-bromo-1-hydroxymethyl-7-methoxy-2,3,4,5-tetrahydro-1H-3-benzazepine), [OH-].[Na+] (NaOH). Starting materials: O=C(Cl)c1ccccc1, [Na+], [Na+], O=C([O-])[O-], O, Oc1ccccc1O. Product: O=C(Oc1ccccc1O)c1ccccc1. As a reaction SMILES: [C:15]([c:16]1[cH:17][cH:18][cH:19][cH:20][cH:21]1)(=[O:22])[Cl:23].[Na+:1].[Na+:2].[O-:3][C:4](=[O:5])[O-:6].[OH2:24].[c:7]1([OH:8])[c:9]([OH:10])[cH:11][cH:12][cH:13][cH:14]1>>[c:7]1([O:8][C:15]([c:16]2[cH:17][cH:18][cH:19][cH:20][cH:21]2)=[O:22])[c:9]([OH:10])[cH:11][cH:12][cH:13][cH:14]1. Starting materials: O(C1=CC=CC=C1)C1CCNCC1 (4-phenoxy-piperidine), ClCCNC(=O)NC1=CC=NC2=CC=CC=C12 (1-(2-chloro-ethyl)-3-quinolin-4-yl-urea), C(=O)(O)[O-].[Na+] (NaHCO3), N[C@@H](CC1=CC=C2C=CC=CC2=C1)C(=O)O (Nal). Run in C1CCOC1 (THF). Reaction conditions: temperature 70 celsius, time 6 day. Product: O(C1=CC=CC=C1)C1CCN(CC1)CCNC(=O)NC1=CC=NC2=CC=CC=C12 (1-[2-(4-Phenoxy-piperidin-1-yl)-ethyl]-3-quinolin-4-yl-urea). As a reaction SMILES: [O:1]([CH:8]1[CH2:13][CH2:12][NH:11][CH2:10][CH2:9]1)[C:2]1[CH:7]=[CH:6][CH:5]=[CH:4][CH:3]=1.Cl[CH2:15][CH2:16][NH:17][C:18]([NH:20][C:21]1[C:30]2[C:25](=[CH:26][CH:27]=[CH:28][CH:29]=2)[N:24]=[CH:23][CH:22]=1)=[O:19].C([O-])(O)=O.[Na+].N[C@H](C(O)=O)CC1C=C2C(C=CC=C2)=CC=1>C1COCC1>[O:1]([CH:8]1[CH2:13][CH2:12][N:11]([CH2:15][CH2:16][NH:17][C:18]([NH:20][C:21]2[C:30]3[C:25](=[CH:26][CH:27]=[CH:28][CH:29]=3)[N:24]=[CH:23][CH:22]=2)=[O:19])[CH2:10][CH2:9]1)[C:2]1[CH:3]=[CH:4][CH:5]=[CH:6][CH:7]=1 |f:2.3|. Procedure details: To a solution of 4-phenoxy-piperidine (0.03 mmol) in dry THF (1 mL) is added 1-(2-chloro-ethyl)-3-quinolin-4-yl-urea (0.03 mmol), solid NaHCO3 (2.5 mg), and Nal (1 mg). The flask is tightly sealed, and shaken at 70° C. for 6 days. The reaction mixture is evaporated, taken up in aqueous formic acid, and purified by preparative HPLC to provide the title compound. Reactants: N1CCC(C(=O)O)CC1 (isonipecotic acid), C(C=C)OC(=O)Cl (allylchloroformate). Solvent: [OH-].[Na+] (sodium hydroxide), [OH-].[Na+] (sodium hydroxide), O (water). Conditions: time 1 hour. Yields the product C(C=C)OC(=O)N1CCC(C(=O)O)CC1 (N-allyloxycarbonyl isonipecotic acid). Reaction SMILES: [NH:1]1[CH2:9][CH2:8][CH:4]([C:5]([OH:7])=[O:6])[CH2:3][CH2:2]1.[CH2:10]([O:13][C:14](Cl)=[O:15])[CH:11]=[CH2:12]>[OH-].[Na+].O>[CH2:10]([O:13][C:14]([N:1]1[CH2:9][CH2:8][CH:4]([C:5]([OH:7])=[O:6])[CH2:3][CH2:2]1)=[O:15])[CH:11]=[CH2:12] |f:2.3|. Reported procedure: A solution of isonipecotic acid (5.0 g) in 4N sodium hydroxide (9.7 ml) and water (6 ml) was stirred while adding dropwise and simultaneously allylchloroformate (6.0 ml) and 4N sodium hydroxide (16 ml). The reaction mixture was then stirred for 1 hour and washed with ether (50 ml). The aqueous phase was acidified with 1N hydrochloric acid and extracted with ethyl acetate. The organic layers were then washed with water, dried and evaporated to afford the title compound.